From a dataset of the Open Reaction Database (ORD), a public repository of structured organic reaction records. describe an organic reaction: reactants, conditions, products, and yield Reactants: C1(=CC=CC2=CC=CC=C12)N=C=O (1-naphthyl isocyanate), N1CCC(CC1)CCCCNC(C=CC=1C=NC=CC1)=O (N-[4-(piperidin-4-yl)-butyl]-3-(pyridin-3-yl)-acrylamide). The solvent is C1CCOC1 (THF), C1CCOC1 (THF). Conditions: time 8 hour. Product: C1(=CC=CC2=CC=CC=C12)NC(=O)N1CCC(CC1)CCCCNC(C=CC=1C=NC=CC1)=O (N-{4-[1-(1-naphthylaminocarbonyl)-piperidin-4-yl]-butyl}-3-(pyridin-3-yl)-acrylamide). Reaction SMILES: [C:1]1([N:11]=[C:12]=[O:13])[C:10]2[C:5](=[CH:6][CH:7]=[CH:8][CH:9]=2)[CH:4]=[CH:3][CH:2]=1.[NH:14]1[CH2:19][CH2:18][CH:17]([CH2:20][CH2:21][CH2:22][CH2:23][NH:24][C:25](=[O:34])[CH:26]=[CH:27][C:28]2[CH:29]=[N:30][CH:31]=[CH:32][CH:33]=2)[CH2:16][CH2:15]1>C1COCC1>[C:1]1([NH:11][C:12]([N:14]2[CH2:19][CH2:18][CH:17]([CH2:20][CH2:21][CH2:22][CH2:23][NH:24][C:25](=[O:34])[CH:26]=[CH:27][C:28]3[CH:29]=[N:30][CH:31]=[CH:32][CH:33]=3)[CH2:16][CH2:15]2)=[O:13])[C:10]2[C:5](=[CH:6][CH:7]=[CH:8][CH:9]=2)[CH:4]=[CH:3][CH:2]=1. Procedure details: 2.35 g (13.9 mmol) 1-naphthyl isocyanate are dissolved in 10 ml abs. THF and a solution of 4.0 g (13.9 mmol) N-[4-(piperidin-4-yl)-butyl]-3-(pyridin-3-yl)-acrylamide (substance 14) in 30 ml abs. THF is added dropwise at RT under moisture exclusion. After ca one hour, a white precipitate forms and the suspension is stirred at RT overnight. The solid is drawn off, chromatographically purified over silica gel with CHCl3/CH3OH (95/5 to 93/7) and crystallized from isopropanol after removal of the sol... Starting materials: C[C@H](C1=CC=CC=C1)NC(=O)C=1OC2=C(C(C1)=O)C=C(C=C2)F ((-)-N-[(R)-α-Methylbenzyl]-6-fluoro-4-oxo-4H-1-benzopyran-2-carboxamide). Reagents/catalysts: [Ni] (Raney nickel). Solvent: C(C)O (ethanol). Run at time 1 hour. Product: C[C@H](C1=CC=CC=C1)NC(=O)C1OC2=C(C(C1)=O)C=C(C=C2)F ((+)-N-[(R)-α-Methylbenzyl]-6-fluoro-3,4-dihydro-4-oxo-2H-1-benzopyran-2-carboxamide). As a reaction SMILES: [CH3:1][C@@H:2]([NH:9][C:10]([C:12]1[O:13][C:14]2[CH:22]=[CH:21][C:20]([F:23])=[CH:19][C:15]=2[C:16](=[O:18])[CH:17]=1)=[O:11])[C:3]1[CH:8]=[CH:7][CH:6]=[CH:5][CH:4]=1>[Ni].C(O)C>[CH3:1][C@@H:2]([NH:9][C:10]([CH:12]1[CH2:17][C:16](=[O:18])[C:15]2[CH:19]=[C:20]([F:23])[CH:21]=[CH:22][C:14]=2[O:13]1)=[O:11])[C:3]1[CH:4]=[CH:5][CH:6]=[CH:7][CH:8]=1. Procedure: Raney nickel (100 mg) was added to a solution of (-)-N-[(R)-α-methylbenzyl]-6-fluoro-4-oxo-4H-1-benzopyran-2-carboxamide (1.00 g, 3.21 mmol, obtained in Example 9 or 10) in ethanol (20 ml) and the mixture was hydrogenated for 1 hour at a temperature of 55°-60° C. under H2 atomosphere (1 kg/cm2) with stirring. It was determined that the (+)-isomer/(-)-isomer ratio of the reduction product was 1.4/1 (26% d.e.) by 1H-NMR analysis. Reactants: CO, ClCCl, CC(C(=O)O)c1ccc(C(C)(C)O)cc1, Sc1ccccc1. The product is CC(C(=O)O)c1ccc(C(C)(C)Sc2ccccc2)cc1. Reaction SMILES: [CH3:16][OH:17].[Cl:25][CH2:26][Cl:27].[OH:1][C:2]([CH3:3])([CH3:4])[c:5]1[cH:6][cH:7][c:8]([CH:11]([C:12](=[O:13])[OH:14])[CH3:15])[cH:9][cH:10]1.[SH:18][c:19]1[cH:20][cH:21][cH:22][cH:23][cH:24]1>>[C:2]([CH3:3])([CH3:4])([c:5]1[cH:6][cH:7][c:8]([CH:11]([C:12](=[O:13])[OH:14])[CH3:15])[cH:9][cH:10]1)[S:18][c:19]1[cH:20][cH:21][cH:22][cH:23][cH:24]1.